From a dataset of the Open Reaction Database (ORD), a public repository of structured organic reaction records. describe an organic reaction: reactants, conditions, products, and yield Starting materials: O=C([O-])[O-], CCOC(C)=O, Clc1ccncc1, Cl, [K+], [K+], Nc1ccc(S)cc1, CN(C)C=O, O. The product is Nc1ccc(Sc2ccncc2)cc1. RXN SMILES: [C:17](=[O:18])([O-:19])[O-:20].[CH3:28][CH2:29][O:30][C:31](=[O:32])[CH3:33].[Cl:10][c:11]1[cH:12][cH:13][n:14][cH:15][cH:16]1.[ClH:9].[K+:21].[K+:22].[NH2:1][c:2]1[cH:3][cH:4][c:5]([SH:8])[cH:6][cH:7]1.[O:23]=[CH:24][N:25]([CH3:26])[CH3:27].[OH2:34]>>[NH2:1][c:2]1[cH:3][cH:4][c:5]([S:8][c:11]2[cH:12][cH:13][n:14][cH:15][cH:16]2)[cH:6][cH:7]1. Starting materials: CCOC(=O)/N=N/C(=O)OCC (diethylazodicarboxylate), OO (hydrogen peroxide), N1(CCCCC1)C(C)O (1-piperidinylethanol), OC1=CC=C(C=O)C=C1 (4-hydroxybenzaldehyde), C1(=CC=CC=C1)P(C1=CC=CC=C1)C1=CC=CC=C1 (triphenylphosphine). Solvent: C1CCOC1 (THF), C(C)OCC (ethyl ether), C1CCOC1 (THF). Reaction conditions: time 50 minute. Product: N1(CCCCC1)CCOC1=CC=C(C=O)C=C1 (4-[2-(1-piperdinyl)ethoxy]benzaldehyde). The yield is 34.3%. As a reaction SMILES: [N:1]1([CH:7](O)[CH3:8])[CH2:6][CH2:5][CH2:4][CH2:3][CH2:2]1.[OH:10][C:11]1[CH:18]=[CH:17][C:14]([CH:15]=[O:16])=[CH:13][CH:12]=1.C1(P(C2C=CC=CC=2)C2C=CC=CC=2)C=CC=CC=1.CCOC(/N=N/C(OCC)=O)=O.OO>C1COCC1.C(OCC)C>[N:1]1([CH2:7][CH2:8][O:10][C:11]2[CH:18]=[CH:17][C:14]([CH:15]=[O:16])=[CH:13][CH:12]=2)[CH2:6][CH2:5][CH2:4][CH2:3][CH2:2]1. Procedure details: A 1 L 3-neck round bottom flask was charged with anhydrous THF (200 mL), 1-piperidinylethanol (14.9 g, 15.27 mL, 0.115 mol), 4-hydroxybenzaldehyde (14.16 g, 0.116 mol), and triphenylphosphine (31,21 g, 0.119 mol) under a nitrogen atmosphere. The above mixture was stirred and diethylazodicarboxylate (DEAD; 22.6 g, 20.4 mL, 0.130 mol) in anhydrous THF (25 mL) was added dropwise over 15 min during which time the temperature was carefully monitored and not allowed to exceed 60° C. The reaction was s...